This data is from the Open Reaction Database (ORD), a public repository of structured organic reaction records. The task is: describe an organic reaction: reactants, conditions, products, and yield Reactants: O=C([O-])[O-], Cc1nc(Br)sc1C(=O)NCc1ccccc1, CS(C)=O, [Cu]I, [K+], [K+], Nc1cc[nH]c(=O)c1, O, Oc1cccc2cccnc12. Reaction SMILES: [C:26](=[O:27])([O-:28])[O-:29].[CH2:1]([c:2]1[cH:3][cH:4][cH:5][cH:6][cH:7]1)[NH:8][C:9](=[O:10])[c:11]1[c:12]([CH3:17])[n:13][c:14]([Br:16])[s:15]1.[CH3:43][S:44](=[O:45])[CH3:46].[Cu:47][I:48].[K+:30].[K+:31].[NH2:18][c:19]1[cH:20][c:21](=[O:25])[nH:22][cH:23][cH:24]1.[OH2:49].[OH:32][c:33]1[cH:34][cH:35][cH:36][c:37]2[c:38]1[n:39][cH:40][cH:41][cH:42]2>>[CH2:1]([c:2]1[cH:3][cH:4][cH:5][cH:6][cH:7]1)[NH:8][C:9](=[O:10])[c:11]1[c:12]([CH3:17])[n:13][c:14](-[n:22]2[c:21](=[O:25])[cH:20][c:19]([NH2:18])[cH:24][cH:23]2)[s:15]1. Product: Cc1nc(-n2ccc(N)cc2=O)sc1C(=O)NCc1ccccc1.